From a dataset of the Open Reaction Database (ORD), a public repository of structured organic reaction records. describe an organic reaction: reactants, conditions, products, and yield The reactants are O1CCSC=C1C(C(=O)NC1[C@@H]2N(C(=CCS2)C(=O)OCC2=CC=C(C=C2)[N+](=O)[O-])C1=O)=NOCCC (4-Nitrobenzyl 7-[2-(2,3-dihydro-1,4-oxathiin-6-yl)-2-n-propoxyiminoacetamido]-3-cephem-4-carboxylate), O1CCCC1 (tetrahydrofuran), CO (methanol), C(C)(=O)O (acetic acid). Reagents/catalysts: [C].[Pd] (palladium-carbon). Run in O (water). Yields the product O1CCSC=C1C(C(=O)NC1[C@@H]2N(C(=CCS2)C(=O)O)C1=O)=NOCCC (7-[2-(2,3-dihydro-1,4-oxathiin-6-yl)-2-n-propoxyiminoacetamido]-3-cephem-4-carboxylic acid). Isolated yield 51.3%. Reaction SMILES: [O:1]1[C:6]([C:7](=[N:33][O:34][CH2:35][CH2:36][CH3:37])[C:8]([NH:10][CH:11]2[C:31](=[O:32])[N:13]3[C:14]([C:18]([O:20]CC4C=CC([N+]([O-])=O)=CC=4)=[O:19])=[CH:15][CH2:16][S:17][C@H:12]23)=[O:9])=[CH:5][S:4][CH2:3][CH2:2]1.O1CCCC1.CO.C(O)(=O)C>[C].[Pd].O>[O:1]1[C:6]([C:7](=[N:33][O:34][CH2:35][CH2:36][CH3:37])[C:8]([NH:10][CH:11]2[C:31](=[O:32])[N:13]3[C:14]([C:18]([OH:20])=[O:19])=[CH:15][CH2:16][S:17][C@H:12]23)=[O:9])=[CH:5][S:4][CH2:3][CH2:2]1 |f:4.5|. Procedure details: 4-Nitrobenzyl 7-[2-(2,3-dihydro-1,4-oxathiin-6-yl)-2-n-propoxyiminoacetamido]-3-cephem-4-carboxylate (syn isomer, 6.7 g.), tetrahydrofuran (200 ml.), methanol (67 ml.), acetic acid (2 ml.), water (6 ml.) and 10% palladium-carbon (3.3 g.) were treated in a similar manner to that of Example 18-(2) to give 7-[2-(2,3-dihydro-1,4-oxathiin-6-yl)-2-n-propoxyiminoacetamido]-3-cephem-4-carboxylic acid (syn isomer, 2.59 g.). Starting materials: C1(CCCCC1)C=1C=CC2=C(CCC=3C=C4N(C23)CCN=C4C)C1 (3-Cyclohexyl-5,6,10,11-tetrahydro-8-methyl-benzo[g]pyrazino[1,2-a]indole), C(\C=C\C(=O)O)(=O)O (fumaric acid), [BH4-].[Na+] (sodium borohydride), saturated solution. The solvent is CO (methanol), O (water), C(C)O (ethanol). Yields the product C(\C=C\C(=O)O)(=O)O.C1(CCCCC1)C=1C=CC2=C(CCC=3C=C4N(C23)CCNC4C)C1 (3-cyclohexyl-5,6,8,9,10,11-hexahydro-8-methyl-benzo[g]pyrazino[1,2-a]indole fumarate). Yield: 27.0%. As a reaction SMILES: [CH:1]1([C:7]2[CH:8]=[CH:9][C:10]3[C:18]4[N:17]5[CH2:19][CH2:20][N:21]=[C:22]([CH3:23])[C:16]5=[CH:15][C:14]=4[CH2:13][CH2:12][C:11]=3[CH:24]=2)[CH2:6][CH2:5][CH2:4][CH2:3][CH2:2]1.[BH4-].[Na+].[C:27]([OH:34])(=[O:33])/[CH:28]=[CH:29]/[C:30]([OH:32])=[O:31]>CO.O.C(O)C>[C:27]([OH:34])(=[O:33])/[CH:28]=[CH:29]/[C:30]([OH:32])=[O:31].[CH:1]1([C:7]2[CH:8]=[CH:9][C:10]3[C:18]4[N:17]5[CH2:19][CH2:20][NH:21][CH:22]([CH3:23])[C:16]5=[CH:15][C:14]=4[CH2:13][CH2:12][C:11]=3[CH:24]=2)[CH2:2][CH2:3][CH2:4][CH2:5][CH2:6]1 |f:1.2,7.8|. Procedure details: 3-Cyclohexyl-5,6,10,11-tetrahydro-8-methyl-benzo[g]pyrazino[1,2-a]indole (0.34 g) was dissolved in a mixture of 15 ml of methanol and 1,5 ml of water under argon. The solution was treated portionwise with 0.15 g of sodium borohydride while stirring and stirred at room temperature for 3 hours. Thereafter, the methanol was removed in a vacuum and the residue was stirred with 20 ml of ether and 20 ml of 10% ammonia solution. The phases were separated and the aqueous phase was extracted twice with 2... Starting materials: C1CCNC1, CS(C)=O, ClCCl, O=S(=O)(NC1CN(C(c2ccc(Cl)cc2)c2ccc(Cl)cc2)C1)c1cc(F)cc(F)c1. Product: O=S(=O)(NC1CN(C(c2ccc(Cl)cc2)c2ccc(Cl)cc2)C1)c1cc(F)cc(N2CCCC2)c1. As a reaction SMILES: [CH2:1]1[CH2:2][CH2:3][NH:4][CH2:5]1.[CH3:37][S:38](=[O:39])[CH3:40].[Cl:41][CH2:42][Cl:43].[Cl:6][c:7]1[cH:8][cH:9][c:10]([CH:13]([N:14]2[CH2:15][CH:16]([NH:18][S:19](=[O:20])(=[O:21])[c:22]3[cH:23][c:24]([F:29])[cH:25][c:26]([F:28])[cH:27]3)[CH2:17]2)[c:30]2[cH:31][cH:32][c:33]([Cl:36])[cH:34][cH:35]2)[cH:11][cH:12]1>>[CH2:1]1[CH2:2][CH2:3][N:4]([c:26]2[cH:25][c:24]([F:29])[cH:23][c:22]([S:19]([NH:18][CH:16]3[CH2:15][N:14]([CH:13]([c:10]4[cH:9][cH:8][c:7]([Cl:6])[cH:12][cH:11]4)[c:30]4[cH:31][cH:32][c:33]([Cl:36])[cH:34][cH:35]4)[CH2:17]3)(=[O:20])=[O:21])[cH:27]2)[CH2:5]1. Starting materials: COc1ccc(C(=O)OC(C(=O)O)(C(=O)c2ccc(OC)cc2)C(O)C(=O)O)cc1, CCOCCn1c(N2CCCN(CCC3(c4ccccc4)CCNC3)CC2)nc2ccccc21, COc1ccc(NC(C)=O)cc1C(=O)O, Cl, OCCC1(c2ccccc2)CCNC1. Yields the product CCOCCn1c(N2CCCN(CCC3(c4ccccc4)CCN(C(=O)c4cc(NC(C)=O)ccc4OC)C3)CC2)nc2ccccc21. As a reaction SMILES: [C:51]([O:52][C:53]([C:54](=[O:55])[c:56]1[cH:57][cH:58][c:59]([O:60][CH3:61])[cH:62][cH:63]1)([CH:64]([C:65]([OH:66])=[O:67])[OH:68])[C:69]([OH:70])=[O:71])(=[O:72])[c:73]1[cH:74][cH:75][c:76]([O:77][CH3:78])[cH:79][cH:80]1.[CH2:17]([CH3:18])[O:19][CH2:20][CH2:21][n:22]1[c:23]([N:31]2[CH2:32][CH2:33][N:34]([CH2:38][CH2:39][C:40]3([c:45]4[cH:46][cH:47][cH:48][cH:49][cH:50]4)[CH2:41][NH:42][CH2:43][CH2:44]3)[CH2:35][CH2:36][CH2:37]2)[n:24][c:25]2[c:26]1[cH:27][cH:28][cH:29][cH:30]2.[CH3:1][O:2][c:3]1[c:4]([C:5](=[O:6])[OH:7])[cH:8][c:9]([NH:12][C:13]([CH3:14])=[O:15])[cH:10][cH:11]1.[ClH:16].[c:81]1([C:82]2([CH2:83][CH2:84][OH:85])[CH2:86][CH2:87][NH:88][CH2:89]2)[cH:90][cH:91][cH:92][cH:93][cH:94]1>>[CH3:1][O:2][c:3]1[c:4]([C:5](=[O:7])[N:42]2[CH2:41][C:40]([CH2:39][CH2:38][N:34]3[CH2:33][CH2:32][N:31]([c:23]4[n:22]([CH2:21][CH2:20][O:19][CH2:17][CH3:18])[c:26]5[c:25]([n:24]4)[cH:30][cH:29][cH:28][cH:27]5)[CH2:37][CH2:36][CH2:35]3)([c:45]3[cH:46][cH:47][cH:48][cH:49][cH:50]3)[CH2:44][CH2:43]2)[cH:8][c:9]([NH:12][C:13]([CH3:14])=[O:15])[cH:10][cH:11]1. Product: FC1=CC=C(C=C1)C1CCC(N1S(=O)(=O)C1=CC=C(C=C1)C)CO ((2RS,5SR)-[5-(4-Fluoro-phenyl)-1-(toluene-4-sulfonyl)-pyrrolidin-2-yl]-methanol). Reported procedure: Reduction of (2RS,5SR)-5-(4-fluoro-phenyl)-1-(toluene-4-sulfonyl)-pyrrolidine-2-carboxylic acid methyl ester with lithium aluminum hydride (1.5 eq.) in THF at RT, aqueous work-up and crystallization from diethyl ether/hexane yielded the title compound, white solid, m.p. 82° C. and MS: m/e=350 (M+H+). Reaction SMILES: C[O:2][C:3]([CH:5]1[CH2:9][CH2:8][CH:7]([C:10]2[CH:15]=[CH:14][C:13]([F:16])=[CH:12][CH:11]=2)[N:6]1[S:17]([C:20]1[CH:25]=[CH:24][C:23]([CH3:26])=[CH:22][CH:21]=1)(=[O:19])=[O:18])=O.[H-].[Al+3].[Li+].[H-].[H-].[H-].C(OCC)C.CCCCCC>C1COCC1>[F:16][C:13]1[CH:12]=[CH:11][C:10]([CH:7]2[N:6]([S:17]([C:20]3[CH:21]=[CH:22][C:23]([CH3:26])=[CH:24][CH:25]=3)(=[O:19])=[O:18])[CH:5]([CH2:3][OH:2])[CH2:9][CH2:8]2)=[CH:15][CH:14]=1 |f:1.2.3.4.5.6,7.8|. Reactants: COC(=O)C1N(C(CC1)C1=CC=C(C=C1)F)S(=O)(=O)C1=CC=C(C=C1)C ((2RS,5SR)-5-(4-fluoro-phenyl)-1-(toluene-4-sulfonyl)-pyrrolidine-2-carboxylic acid methyl ester), [H-].[Al+3].[Li+].[H-].[H-].[H-] (lithium aluminum hydride), C(C)OCC.CCCCCC (diethyl ether hexane). The solvent is C1CCOC1 (THF). Starting materials: CC(=O)OCCCCCl, CCO, Sc1ccc(Cl)cc1, [Na+], [OH-]. Yields the product CC(=O)OCCCCSc1ccc(Cl)cc1. RXN SMILES: [C:9]([CH3:10])(=[O:11])[O:12][CH2:13][CH2:14][CH2:15][CH2:16][Cl:17].[CH2:20]([OH:21])[CH3:22].[Cl:1][c:2]1[cH:3][cH:4][c:5]([SH:8])[cH:6][cH:7]1.[Na+:19].[OH-:18]>>[Cl:1][c:2]1[cH:3][cH:4][c:5]([S:8][CH2:16][CH2:15][CH2:14][CH2:13][O:12][C:9]([CH3:10])=[O:11])[cH:6][cH:7]1.